Dataset: the Open Reaction Database (ORD), a public repository of structured organic reaction records. Task: describe an organic reaction: reactants, conditions, products, and yield Starting materials: OCc1ccc(C=NOCC=C(Cl)Cl)cc1, Oc1c(Cl)cc(OCC=C(Cl)Cl)cc1Cl, ClCCl, CC(C)OC(=O)N=NC(=O)OC(C)C, c1ccc(P(c2ccccc2)c2ccccc2)cc1. The product is ClC(Cl)=CCON=Cc1ccc(COc2c(Cl)cc(OCC=C(Cl)Cl)cc2Cl)cc1. Reaction SMILES: [Cl:16][C:17](=[CH:18][CH2:19][O:20][N:21]=[CH:22][c:23]1[cH:24][cH:25][c:26]([CH2:29][OH:30])[cH:27][cH:28]1)[Cl:31].[Cl:1][c:2]1[c:3]([OH:15])[c:4]([Cl:14])[cH:5][c:6]([O:8][CH2:9][CH:10]=[C:11]([Cl:12])[Cl:13])[cH:7]1.[Cl:65][CH2:66][Cl:67].[O:51]=[C:52]([O:53][CH:54]([CH3:55])[CH3:56])[N:57]=[N:58][C:59]([O:60][CH:61]([CH3:62])[CH3:63])=[O:64].[c:32]1([P:33]([c:34]2[cH:35][cH:36][cH:37][cH:38][cH:39]2)[c:40]2[cH:41][cH:42][cH:43][cH:44][cH:45]2)[cH:46][cH:47][cH:48][cH:49][cH:50]1>>[Cl:1][c:2]1[c:3]([O:15][CH2:29][c:26]2[cH:25][cH:24][c:23]([CH:22]=[N:21][O:20][CH2:19][CH:18]=[C:17]([Cl:16])[Cl:31])[cH:28][cH:27]2)[c:4]([Cl:14])[cH:5][c:6]([O:8][CH2:9][CH:10]=[C:11]([Cl:12])[Cl:13])[cH:7]1. The reactants are CC(=O)OCCBr, CC(C)=O, CCCS(=O)(=O)NC1CC1, [K+], [K+], O=C([O-])[O-]. As a reaction SMILES: [Br:17][CH2:18][CH2:19][O:20][C:21]([CH3:22])=[O:23].[CH3:24][C:25](=[O:26])[CH3:27].[CH:1]1([NH:4][S:5](=[O:6])(=[O:7])[CH2:8][CH2:9][CH3:10])[CH2:2][CH2:3]1.[K+:11].[K+:12].[O-:13][C:14]([O-:15])=[O:16]>>[CH:1]1([N:4]([S:5](=[O:6])(=[O:7])[CH2:8][CH2:9][CH3:10])[CH2:18][CH2:19][O:20][C:21]([CH3:22])=[O:23])[CH2:2][CH2:3]1. The product is CCCS(=O)(=O)N(CCOC(C)=O)C1CC1. Starting materials: ClC=1C=C(C=CC1OC(C)C)C1=NC(=NO1)C=1C(=CC=C2C(=CNC12)CCC(=O)OCC)F (Ethyl 3-[7-(5-{3-chloro-4-[(1-methylethyl)oxy]phenyl}-1,2,4-oxadiazol-3-yl)-6-fluoro-1H-indol-3-yl]propanoate), [OH-].[Na+] (NaOH). Run in C(C)(C)O (isopropanol), O (water). Reaction conditions: temperature 90 celsius, time 2 hour. The product is ClC=1C=C(C=CC1OC(C)C)C1=NC(=NO1)C=1C(=CC=C2C(=CNC12)CCC(=O)O)F (3-[7-(5-{3-chloro-4-[(1-methylethyl)oxy]phenyl}-1,2,4-oxadiazol-3-yl)-6-fluoro-1H-indol-3-yl]propanoic acid). The yield is 46.5%. As a reaction SMILES: [Cl:1][C:2]1[CH:3]=[C:4]([C:12]2[O:16][N:15]=[C:14]([C:17]3[C:18]([F:33])=[CH:19][CH:20]=[C:21]4[C:25]=3[NH:24][CH:23]=[C:22]4[CH2:26][CH2:27][C:28]([O:30]CC)=[O:29])[N:13]=2)[CH:5]=[CH:6][C:7]=1[O:8][CH:9]([CH3:11])[CH3:10].[OH-].[Na+]>C(O)(C)C.O>[Cl:1][C:2]1[CH:3]=[C:4]([C:12]2[O:16][N:15]=[C:14]([C:17]3[C:18]([F:33])=[CH:19][CH:20]=[C:21]4[C:25]=3[NH:24][CH:23]=[C:22]4[CH2:26][CH2:27][C:28]([OH:30])=[O:29])[N:13]=2)[CH:5]=[CH:6][C:7]=1[O:8][CH:9]([CH3:11])[CH3:10] |f:1.2|. Reported procedure: To a solution of ethyl 3-[7-(5-{3-chloro-4-[(1-methylethyl)oxy]phenyl}-1,2,4-oxadiazol-3-yl)-6-fluoro-1H-indol-3-yl]propanoate (D146) (320 mg) in isopropanol (7 mL) and water (7.00 mL) was added NaOH (6.78 mL, 0.5 M aqueous solution) at room temperature. The reaction suspension was stirred at 90° C. for 2 hours, and the solution turned clear. Isopropanol was removed in vacuo and water (8 mL) was added to the residue. The aqueous solution was acidified to pH=1 and extracted with ethyl acetate (3×... Yields the product CC(C)C1CCc2ncnc(N3CC4(CCNCC4)c4c(CN(C(=O)OC(C)(C)C)C5CCCC5)cccc43)c21. Reaction SMILES: [CH2:1]([c:2]1[cH:3][cH:4][cH:5][cH:6][cH:7]1)[N:8]1[CH2:9][CH2:10][C:11]2([CH2:12][N:13]([c:34]3[c:35]4[c:36]([n:37][cH:38][n:39]3)[CH2:40][CH2:41][CH:42]4[CH:43]([CH3:44])[CH3:45])[c:14]3[cH:15][cH:16][cH:17][c:18]([CH2:20][N:21]([C:22]([O:23][C:24]([CH3:25])([CH3:26])[CH3:27])=[O:28])[CH:29]4[CH2:30][CH2:31][CH2:32][CH2:33]4)[c:19]32)[CH2:46][CH2:47]1.[CH3:52][OH:53].[CH:48]([O-:49])=[O:50].[NH4+:51]>>[NH:8]1[CH2:9][CH2:10][C:11]2([CH2:12][N:13]([c:34]3[c:35]4[c:36]([n:37][cH:38][n:39]3)[CH2:40][CH2:41][CH:42]4[CH:43]([CH3:44])[CH3:45])[c:14]3[cH:15][cH:16][cH:17][c:18]([CH2:20][N:21]([C:22]([O:23][C:24]([CH3:25])([CH3:26])[CH3:27])=[O:28])[CH:29]4[CH2:30][CH2:31][CH2:32][CH2:33]4)[c:19]32)[CH2:46][CH2:47]1. The reactants are CC(C)C1CCc2ncnc(N3CC4(CCN(Cc5ccccc5)CC4)c4c(CN(C(=O)OC(C)(C)C)C5CCCC5)cccc43)c21, CO, O=C[O-], [NH4+]. The reactants are FC(C(CCOS(=O)(=O)C1=CC=C(C=C1)C)O)(F)F (4-toluenesulfonic acid 4,4,4-trifluoro-3-hydroxybutyl ester), [N-]=[N+]=[N-].[Na+] (sodium azide). Run in O (water), CS(=O)C (DMSO). Run at temperature 50 celsius. Yields the product N(=[N+]=[N-])CCC(C(F)(F)F)O (4-Azido-1,1,1-trifluoro-2-butanol). Isolated yield 100.0%. As a reaction SMILES: [F:1][C:2]([F:19])([F:18])[CH:3]([OH:17])[CH2:4][CH2:5]OS(C1C=CC(C)=CC=1)(=O)=O.[N-:20]=[N+:21]=[N-:22].[Na+]>CS(C)=O.O>[N:20]([CH2:5][CH2:4][CH:3]([OH:17])[C:2]([F:19])([F:18])[F:1])=[N+:21]=[N-:22] |f:1.2|. Reported procedure: A solution of 4-toluenesulfonic acid 4,4,4-trifluoro-3-hydroxybutyl ester (1.30 g, 4.36 mmol) in DMSO (7 mL) was treated with sodium azide (0.306 g, 4.71 mmol) at is ambient temperature and then heated at 50° C. for 23 h. The mixture was diluted with cold water and extracted with diethyl ether. The combined organic extracts were washed (brine), dried, and evaporated without heat to give the product as a yellow oil (0.737 g, 100%).